This data is from the Open Reaction Database (ORD), a public repository of structured organic reaction records. The task is: describe an organic reaction: reactants, conditions, products, and yield Reactants: BrCC1=C(C=CC=C1F)Cl (2-(bromomethyl)-1-chloro-3-fluorobenzene), CC1=CC(=NC(=N1)S)O (6-methyl-2-sulfanylpyrimidin-4-ol). Product: ClC1=C(C(=CC=C1)F)CSC1=NC(=CC(=N1)O)C (2-{[(2-chloro-6-fluorophenyl)methyl]sulfanyl}-6-methylpyrimidin-4-ol). Yield: 82.0%. Reaction SMILES: Br[CH2:2][C:3]1[C:8]([F:9])=[CH:7][CH:6]=[CH:5][C:4]=1[Cl:10].[CH3:11][C:12]1[N:17]=[C:16]([SH:18])[N:15]=[C:14]([OH:19])[CH:13]=1>>[Cl:10][C:4]1[CH:5]=[CH:6][CH:7]=[C:8]([F:9])[C:3]=1[CH2:2][S:18][C:16]1[N:15]=[C:14]([OH:19])[CH:13]=[C:12]([CH3:11])[N:17]=1. Procedure: As per procedure from Example 1, 2-(bromomethyl)-1-chloro-3-fluorobenzene and 6-methyl-2-sulfanylpyrimidin-4-ol were reacted together to provide the title compound as a white solid (1.04 g, 82% yield); 1H NMR (400 MHz, DMSO-d6): δ 2.19 (s, 3H), 4.53 (s, 2H), 6.01 (bs, 1H), 7.26 (m, 1H), 7.38 (m, 2H); M+282.06.